From a dataset of the Open Reaction Database (ORD), a public repository of structured organic reaction records. describe an organic reaction: reactants, conditions, products, and yield The reactants are CCO, CCCCCNc1cc(C(=O)OCCCCC)ccc1OC, [Na+], [OH-]. Product: CCCCCNc1cc(C(=O)O)ccc1OC. As a reaction SMILES: [CH3:25][CH2:26][OH:27].[CH3:3][O:4][c:5]1[c:6]([NH:19][CH2:20][CH2:21][CH2:22][CH2:23][CH3:24])[cH:7][c:8]([C:9](=[O:10])[O:11][CH2:12][CH2:13][CH2:14][CH2:15][CH3:16])[cH:17][cH:18]1.[Na+:2].[OH-:1]>>[CH3:3][O:4][c:5]1[c:6]([NH:19][CH2:20][CH2:21][CH2:22][CH2:23][CH3:24])[cH:7][c:8]([C:9](=[O:10])[OH:11])[cH:17][cH:18]1. Reactants: CO (methanol), CC=1N(C2=CC=CC=C2C1C(=O)OCC)C(C)C1=CC=CC=C1 (ethyl 2-methyl-1-(1-phenylethyl)-1H-indole-3-carboxylate), [OH-].[K+] (potassium hydroxide). Run in O (water), O (water). Run at time 4 hour. Product: CC=1N(C2=CC=CC=C2C1C(=O)O)C(C)C1=CC=CC=C1 (2-methyl-1-(1-phenylethyl)-1H-indole-3-carboxylic acid). Yield: 54.8%. Reaction SMILES: CO.[CH3:3][C:4]1[N:5]([CH:18]([C:20]2[CH:25]=[CH:24][CH:23]=[CH:22][CH:21]=2)[CH3:19])[C:6]2[C:11]([C:12]=1[C:13]([O:15]CC)=[O:14])=[CH:10][CH:9]=[CH:8][CH:7]=2.[OH-].[K+]>O>[CH3:3][C:4]1[N:5]([CH:18]([C:20]2[CH:25]=[CH:24][CH:23]=[CH:22][CH:21]=2)[CH3:19])[C:6]2[C:11]([C:12]=1[C:13]([OH:15])=[O:14])=[CH:10][CH:9]=[CH:8][CH:7]=2 |f:2.3|. Procedure: To a mixed solution of methanol and water (4 mL), ethyl 2-methyl-1-(1-phenylethyl)-1H-indole-3-carboxylate (300 mg, 0.98 mmol) and potassium hydroxide (546 mg, 9.76 mmol) was added. The mixture was refluxed with stirring for 4 hours. The reaction mixture was concentrated to give a residue. To the residue, water (10 mL) was added and the mixture was extracted with dichloromethane (20 mL×3). The organic phase was concentrated to give crude product 2-methyl-1-(1-phenylethyl)-1H-indole-3-carboxylic ... Starting materials: B(OC1=CC(=C(C=C1)OCC)F)([O-])[O-] (4-ethoxy-3-fluorophenyl borate), BrC=1C=CC2=C(C=C(CCN2C(=O)OC(C)(C)C)C(=O)OC)C1 (methyl 7-bromo-1-(t-butoxycarbonyl)-2,3-dihydro-1H-1-benzazepine-4-carboxylate), C([O-])([O-])=O.[K+].[K+] (potassium carbonate). Reagents/catalysts: C=1C=CC(=CC1)[P](C=2C=CC=CC2)(C=3C=CC=CC3)[Pd]([P](C=4C=CC=CC4)(C=5C=CC=CC5)C=6C=CC=CC6)([P](C=7C=CC=CC7)(C=8C=CC=CC8)C=9C=CC=CC9)[P](C=1C=CC=CC1)(C=1C=CC=CC1)C=1C=CC=CC1 (tetrakistriphenylphosphinepalladium). Solvent: water ethanol toluene, C(C)(=O)OCC (ethyl acetate). Reaction conditions: time 30 minute. Product: C(C)(C)(C)OC(=O)N1CCC(=CC2=C1C=CC(=C2)C2=CC(=C(C=C2)OCC)F)C(=O)OC (methyl 1-(t-butoxycarbonyl)-7-(4-ethoxy-3-fluorophenyl)-2,3-dihydro-1H-1-benzazepine-4-carboxylate). RXN SMILES: B([O-])([O-])O[C:3]1[CH:8]=[CH:7][C:6]([O:9][CH2:10][CH3:11])=[C:5]([F:12])[CH:4]=1.Br[C:16]1[CH:17]=[CH:18][C:19]2[N:25]([C:26]([O:28][C:29]([CH3:32])([CH3:31])[CH3:30])=[O:27])[CH2:24][CH2:23][C:22]([C:33]([O:35][CH3:36])=[O:34])=[CH:21][C:20]=2[CH:37]=1.C(=O)([O-])[O-].[K+].[K+]>C(OCC)(=O)C.C1C=CC([P]([Pd]([P](C2C=CC=CC=2)(C2C=CC=CC=2)C2C=CC=CC=2)([P](C2C=CC=CC=2)(C2C=CC=CC=2)C2C=CC=CC=2)[P](C2C=CC=CC=2)(C2C=CC=CC=2)C2C=CC=CC=2)(C2C=CC=CC=2)C2C=CC=CC=2)=CC=1>[C:29]([O:28][C:26]([N:25]1[C:19]2[CH:18]=[CH:17][C:16]([C:3]3[CH:8]=[CH:7][C:6]([O:9][CH2:10][CH3:11])=[C:5]([F:12])[CH:4]=3)=[CH:37][C:20]=2[CH:21]=[C:22]([C:33]([O:35][CH3:36])=[O:34])[CH2:23][CH2:24]1)=[O:27])([CH3:32])([CH3:31])[CH3:30] |f:2.3.4,^1:53,55,74,93|. Procedure: In a mixture of water:ethanol toluene (1:1:10, v/v, 42.0 ml) were dissolved 4-ethoxy-3-fluorophenyl borate (754 mg) and methyl 7-bromo-1-(t-butoxycarbonyl)-2,3-dihydro-1H-1-benzazepine-4-carboxylate (1305 mg). To the solution was added potassium carbonate (1132 mg), and the mixture was stirred under argon atmosphere at room temperature for 30 minutes. To the mixture was added tetrakistriphenylphosphinepalladium (158 mg), and the mixture was heated to reflux under argon atmosphere for 10 hours. T... Reactants: O=C([O-])[O-], CS(=O)(=O)O, [K+], [K+], [N-]=[N+]=[N-], [Na+], O=C1CCCc2cc(O)ccc21. Product: O=C1NCCCc2cc(O)ccc21. RXN SMILES: [C:17](=[O:18])([O-:19])[O-:20].[CH3:23][S:24](=[O:25])(=[O:26])[OH:27].[K+:21].[K+:22].[N-:14]=[N+:15]=[N-:16].[Na+:13].[OH:1][c:2]1[cH:3][c:4]2[c:9]([cH:10][cH:11]1)[C:8](=[O:12])[CH2:7][CH2:6][CH2:5]2>>[OH:1][c:2]1[cH:3][c:4]2[c:9]([cH:10][cH:11]1)[C:8](=[O:12])[NH:14][CH2:7][CH2:6][CH2:5]2. The reactants are Cl (HCl), C(CCC)NS(=O)(=O)C=1C=C(C(=O)O)C=CC1Cl (3-n-butylsulfamoyl-4-chlorobenzoic acid). Solvent: S(=O)(Cl)Cl (thionyl chloride). The product is C(CCC)NS(=O)(=O)C=1C=C(C(=O)Cl)C=CC1Cl (3-n-Butylsulfamoyl-4-chlorobenzoylchloride). As a reaction SMILES: [CH2:1]([NH:5][S:6]([C:9]1[CH:10]=[C:11]([CH:15]=[CH:16][C:17]=1[Cl:18])[C:12](O)=[O:13])(=[O:8])=[O:7])[CH2:2][CH2:3][CH3:4].[ClH:19]>S(Cl)(Cl)=O>[CH2:1]([NH:5][S:6]([C:9]1[CH:10]=[C:11]([CH:15]=[CH:16][C:17]=1[Cl:18])[C:12]([Cl:19])=[O:13])(=[O:8])=[O:7])[CH2:2][CH2:3][CH3:4]. Procedure details: 29.4 g of 3-n-butylsulfamoyl-4-chlorobenzoic acid were boiled under reflux in 140 ml of thionyl chloride until complete dissolution and until HCl had finished to develop (about 2 hours), the thionyl chloride was distilled off under reduced pressure and the residue was crystallized under diisopropyl ether. Colorless crystals, melting point: 110° C. The reactants are O (water), N[C@@H]1C(N(CC1)C1CCN(CC1)C(=O)OCC1=CC=CC=C1)=O ((S)-benzyl 4-(3-amino-2-oxopyrrolidin-1-yl)piperidine-1-carboxylate), FC1=C(C=C(C=C1)S(=O)(=O)C)F (1,2-difluoro-4-(methylsulfonyl)benzene), C(=O)([O-])[O-].[Na+].[Na+] (Na2CO3). Run in CS(=O)C (DMSO). Yields the product FC1=C(C=CC(=C1)S(=O)(=O)C)N[C@@H]1C(N(CC1)C1CCN(CC1)C(=O)OCC1=CC=CC=C1)=O ((S)-benzyl 4-(3-(2-fluoro-4-(methylsulfonyl)phenylamino)-2-oxopyrrolidin-1-yl)piperidine-1-carboxylate). Isolated yield 42.9%. As a reaction SMILES: [NH2:1][C@H:2]1[CH2:6][CH2:5][N:4]([CH:7]2[CH2:12][CH2:11][N:10]([C:13]([O:15][CH2:16][C:17]3[CH:22]=[CH:21][CH:20]=[CH:19][CH:18]=3)=[O:14])[CH2:9][CH2:8]2)[C:3]1=[O:23].F[C:25]1[CH:30]=[CH:29][C:28]([S:31]([CH3:34])(=[O:33])=[O:32])=[CH:27][C:26]=1[F:35].C([O-])([O-])=O.[Na+].[Na+].O>CS(C)=O>[F:35][C:26]1[CH:27]=[C:28]([S:31]([CH3:34])(=[O:33])=[O:32])[CH:29]=[CH:30][C:25]=1[NH:1][C@H:2]1[CH2:6][CH2:5][N:4]([CH:7]2[CH2:12][CH2:11][N:10]([C:13]([O:15][CH2:16][C:17]3[CH:22]=[CH:21][CH:20]=[CH:19][CH:18]=3)=[O:14])[CH2:9][CH2:8]2)[C:3]1=[O:23] |f:2.3.4|. Procedure details: A solution of (S)-benzyl 4-(3-amino-2-oxopyrrolidin-1-yl)piperidine-1-carboxylate (2.0 g, 6.3 mmol), 1,2-difluoro-4-(methylsulfonyl)benzene (1.2 g, 6.3 mmol), and Na2CO3 (3.3 g, 32 mmol) in DMSO (20 mL) was stirred at 120° C. for 48 hours. The reaction mixture was poured into water (200 mL) and extracted with EtOAc (3×100 mL). The combined organic layers were washed with brine and dried over MgSO4, filtered then concentrated in vacuo. The material was purified over silica gel (100% EtOAc) to yie... Reactants: C1OC=2C=C(C=CC2O1)NC([C@H]([C@H](CCCC)N)O)=O ((2S,3S)-N-[(3,4-methylenedioxy)phenyl]-3-amino-2-hydroxyheptanamide), N1(CCOCC1)C(=O)NC1(CCCCC1)C(=O)O (1-[N-(morpholine-4-carbonyl)amino]cyclohexanecarboxylic acid), ON1N=NC2=C1C=CC=C2 (1-hydroxybenzotriazole), C(C)N=C=NCCCN(C)C (1-ethyl-3-(3-dimethylaminopropyl)carbodiimide). Run in ClCCl (dichloromethane). Conditions: time 8 hour. Product: O[C@H](C(=O)NC1=CC2=C(C=C1)OCO2)[C@H](CCCC)NC(=O)C2(CCCCC2)NC(=O)N2CCOCC2 (N-[(2S,3S)-2-hydroxy-1-[N-[(3,4-methylenedioxy)phenyl]amino]-1-oxo-3-heptyl]-1-[N-(morpholine-4-carbonyl)amino]cyclohexanecarboxamide). Isolated yield 90.0%. As a reaction SMILES: [CH2:1]1[O:9][C:8]2[CH:7]=[CH:6][C:5]([NH:10][C:11](=[O:20])[C@@H:12]([OH:19])[C@@H:13]([NH2:18])[CH2:14][CH2:15][CH2:16][CH3:17])=[CH:4][C:3]=2[O:2]1.[N:21]1([C:27]([NH:29][C:30]2([C:36](O)=[O:37])[CH2:35][CH2:34][CH2:33][CH2:32][CH2:31]2)=[O:28])[CH2:26][CH2:25][O:24][CH2:23][CH2:22]1.ON1C2C=CC=CC=2N=N1.C(N=C=NCCCN(C)C)C>ClCCl>[OH:19][C@@H:12]([C@@H:13]([NH:18][C:36]([C:30]1([NH:29][C:27]([N:21]2[CH2:26][CH2:25][O:24][CH2:23][CH2:22]2)=[O:28])[CH2:31][CH2:32][CH2:33][CH2:34][CH2:35]1)=[O:37])[CH2:14][CH2:15][CH2:16][CH3:17])[C:11]([NH:10][C:5]1[CH:6]=[CH:7][C:8]2[O:9][CH2:1][O:2][C:3]=2[CH:4]=1)=[O:20]. Procedure: In anhydrous dichloromethane were dissolved 344 mg (1.23 mmol) of (2S,3S)-N-[(3,4-methylenedioxy)phenyl]-3-amino-2-hydroxyheptanamide, 315 mg (1.23 mmol) of 1-[N-(morpholine-4-carbonyl)amino]cyclohexanecarboxylic acid and 233 mg (1.48 mmol) of 1-hydroxybenzotriazole, and then, under nitrogen stream, 284 mg (1.48 mmol) of 1-ethyl-3-(3-dimethylaminopropyl)carbodiimide was added to the above mixture at 0° C. Thereafter, the temperature of the reaction mixture was returned to room temperature, and t... Starting materials: CCN=C=NCCCN(C)C, CCN(C(C)C)C(C)C, Cl, O=C(O)c1cn(-c2cc(F)cc(F)c2)nn1, Nc1cc(F)cc(F)c1, NCC(=O)N1CCC(Oc2ccccc2Cl)CC1, CN(C)C=O, O, On1nnc2ccccc21. The product is O=C(NCC(=O)N1CCC(Oc2ccccc2Cl)CC1)c1cn(-c2cc(F)cc(F)c2)nn1. RXN SMILES: [CH3:45][CH2:46][N:47]=[C:48]=[N:49][CH2:50][CH2:51][CH2:52][N:53]([CH3:54])[CH3:55].[CH:1]([N:2]([CH2:3][CH3:4])[CH:5]([CH3:6])[CH3:7])([CH3:8])[CH3:9].[ClH:56].[F:10][c:11]1[cH:12][c:13](-[n:18]2[n:19][n:20][c:21]([C:23](=[O:24])[OH:25])[cH:22]2)[cH:14][c:15]([F:17])[cH:16]1.[F:26][c:27]1[cH:28][c:29]([NH2:34])[cH:30][c:31]([F:32])[cH:33]1.[NH2:57][CH2:58][C:59](=[O:60])[N:61]1[CH2:62][CH2:63][CH:64]([O:67][c:68]2[c:69]([Cl:74])[cH:70][cH:71][cH:72][cH:73]2)[CH2:65][CH2:66]1.[O:75]=[CH:76][N:77]([CH3:78])[CH3:79].[OH2:80].[OH:35][n:36]1[c:37]2[c:38]([cH:39][cH:40][cH:41][cH:42]2)[n:43][n:44]1>>[F:10][c:11]1[cH:12][c:13](-[n:18]2[n:19][n:20][c:21]([C:23](=[O:25])[NH:57][CH2:58][C:59](=[O:60])[N:61]3[CH2:62][CH2:63][CH:64]([O:67][c:68]4[c:69]([Cl:74])[cH:70][cH:71][cH:72][cH:73]4)[CH2:65][CH2:66]3)[cH:22]2)[cH:14][c:15]([F:17])[cH:16]1.